This data is from the Open Reaction Database (ORD), a public repository of structured organic reaction records. The task is: describe an organic reaction: reactants, conditions, products, and yield The reactants are CCN(CC)S(F)(F)F (DAST), C(C)(C)(C)OC(=O)N1CCC(CC1)(C1=NC=CC=C1Cl)O (3-chloro-4′-hydroxy-3′,4′,5′,6′-tetrahydro-2′H-[2,4′]bipyridinyl-1′-carboxylic acid tert-butyl ester), C(O)([O-])=O.[Na+] (Sodium hydrogen carbonate), CCN(CC)S(F)(F)F (DAST). Run in C(Cl)Cl (DCM), C(Cl)Cl (DCM), C(Cl)Cl (DCM). Reaction conditions: time 30 minute. Yields the product C(C)(C)(C)OC(=O)N1CCC(CC1)(C1=NC=CC=C1Cl)F (3-Chloro-4′-fluoro-3′,4′,5′,6′-tetrahydro-2′H-[2,4′]bipyridinyl-1′-carboxylic acid tert-butyl ester). Isolated yield 7.1%. As a reaction SMILES: CCN(S(F)(F)[F:7])CC.[C:10]([O:14][C:15]([N:17]1[CH2:22][CH2:21][C:20](O)([C:23]2[C:28]([Cl:29])=[CH:27][CH:26]=[CH:25][N:24]=2)[CH2:19][CH2:18]1)=[O:16])([CH3:13])([CH3:12])[CH3:11].C(=O)([O-])O.[Na+]>C(Cl)Cl>[C:10]([O:14][C:15]([N:17]1[CH2:22][CH2:21][C:20]([F:7])([C:23]2[C:28]([Cl:29])=[CH:27][CH:26]=[CH:25][N:24]=2)[CH2:19][CH2:18]1)=[O:16])([CH3:13])([CH3:12])[CH3:11] |f:2.3|. Procedure: To a solution of DAST (0.837 mL, 6.3 mmol) in DCM (20 mL) at −78° C. a solution of 3-chloro-4′-hydroxy-3′,4′,5′,6′-tetrahydro-2′H-[2,4′]bipyridinyl-1′-carboxylic acid tert-butyl ester (1.8 g, 5.8 mmol) in DCM (50 mL) was slowly added and allowed to warm to room temperature. Further DAST (0.6 mL) was added at 0° C. and stirred at room temperature for 30 minutes. Sodium hydrogen carbonate (sat.aq.) and DCM were added, the organics separated, dried over magnesium sulphate, filtered and the solvent ... Reactants: C1CCOC1, CN(C)c1ccncc1, Cc1ccccc1, CO, O=C(O)c1cc(F)c2ncc(C(=O)NCc3ccc(Cl)cc3)c(O)c2c1, NCc1ccc(Cl)cc1, CN(C)C=O, O=S(Cl)Cl, c1ccncc1. The product is O=C(NCc1ccc(Cl)cc1)c1cc(F)c2ncc(C(=O)NCc3ccc(Cl)cc3)c(O)c2c1. RXN SMILES: [CH2:27]1[O:28][CH2:29][CH2:30][CH2:31]1.[CH3:51][N:52]([CH3:53])[c:54]1[cH:55][cH:56][n:57][cH:58][cH:59]1.[CH3:60][c:61]1[cH:62][cH:63][cH:64][cH:65][cH:66]1.[CH3:67][OH:68].[Cl:1][c:2]1[cH:3][cH:4][c:5]([CH2:6][NH:7][C:8](=[O:9])[c:10]2[cH:11][n:12][c:13]3[c:14]([F:24])[cH:15][c:16]([C:21](=[O:22])[OH:23])[cH:17][c:18]3[c:19]2[OH:20])[cH:25][cH:26]1.[Cl:36][c:37]1[cH:38][cH:39][c:40]([CH2:41][NH2:42])[cH:43][cH:44]1.[O:69]=[CH:70][N:71]([CH3:72])[CH3:73].[S:32]([Cl:33])([Cl:34])=[O:35].[cH:45]1[cH:46][cH:47][n:48][cH:49][cH:50]1>>[Cl:1][c:2]1[cH:3][cH:4][c:5]([CH2:6][NH:7][C:8](=[O:9])[c:10]2[cH:11][n:12][c:13]3[c:14]([F:24])[cH:15][c:16]([C:21](=[O:22])[NH:42][CH2:41][c:40]4[cH:39][cH:38][c:37]([Cl:36])[cH:44][cH:43]4)[cH:17][c:18]3[c:19]2[OH:20])[cH:25][cH:26]1. The reactants are ClC1=CC=CC2=C1C(N1[C@H](C=3N2C=NC3C(N)=S)CC1)=O ((S)-8-chloro-9-oxo-12,12a-dihydro-9H,11H-azeto[2,1-c]imidazo[1,5-a][1,4]-benzodiazepine-1-thiocarboxamide), ClCC(CCl)=O (1,3-dichloro-2-propanone). Run in O1CCOCC1 (dioxan). The product is ClC1=CC=CC2=C1C(N1[C@H](C=3N2C=NC3C=3SC=C(N3)CCl)CC1)=O ((S)-8-chloro-1-(4-chloromethyl-thiazol-2-yl)-12,12a-dihydro-9H,11H-azeto[2,1-c]imidazo[1,5-a][1,4]benzodiazepin-9-one). Isolated yield 8.8%. As a reaction SMILES: [Cl:1][C:2]1[C:7]2[C:8](=[O:21])[N:9]3[CH2:20][CH2:19][C@H:10]3[C:11]3[N:12]([CH:13]=[N:14][C:15]=3[C:16](=[S:18])[NH2:17])[C:6]=2[CH:5]=[CH:4][CH:3]=1.[Cl:22][CH2:23][C:24](=O)[CH2:25]Cl>O1CCOCC1>[Cl:1][C:2]1[C:7]2[C:8](=[O:21])[N:9]3[CH2:20][CH2:19][C@H:10]3[C:11]3[N:12]([CH:13]=[N:14][C:15]=3[C:16]3[S:18][CH:25]=[C:24]([CH2:23][Cl:22])[N:17]=3)[C:6]=2[CH:5]=[CH:4][CH:3]=1. Procedure details: A yellow suspension of 7.91 g (0.0248 mol) of (S)-8-chloro-9-oxo-12,12a-dihydro-9H,11H-azeto[2,1-c]imidazo[1,5-a][1,4]-benzodiazepine-1-thiocarboxamide in 160 ml of dioxan was treated with 3.46 g (0.0273 mol) of 1,3-dichloro-2-propanone. The suspension was boiled at reflux for 24 hrs. The suspension obtained was cooled and filtered. The solution was completely freed from the solvents. The crude product was chromatographed over silica gel with cyclohexane/ethyl acetate 1:2 as the eluent and recry...